Dataset: the Open Reaction Database (ORD), a public repository of structured organic reaction records. Task: describe an organic reaction: reactants, conditions, products, and yield The reactants are S1C(=NC=C1)C=1N=C(SC1)CO ([2,4′]bithiazol-2′-ylmethanol). The reagents and catalysts are O=[Mn]=O (MnO2). Solvent: C(Cl)Cl (CH2Cl2), CO (methanol). Conditions: time 23 hour. Product: S1C(=NC=C1)C=1N=C(SC1)C=O ([2,4′]bithiazolyl-2′-carbaldehyde). As a reaction SMILES: [S:1]1[CH:5]=[CH:4][N:3]=[C:2]1[C:6]1[N:7]=[C:8]([CH2:11][OH:12])[S:9][CH:10]=1>C(Cl)Cl.CO.O=[Mn]=O>[S:1]1[CH:5]=[CH:4][N:3]=[C:2]1[C:6]1[N:7]=[C:8]([CH:11]=[O:12])[S:9][CH:10]=1. Procedure: A mixture of [2,4′]bithiazol-2′-ylmethanol (1.53 g; 7.72 mmol), obtained as described in the above step, and MnO2 (13.93 g; 160.2 mmol) in CH2Cl2 (76.5 ml) and methanol (7.65 ml) was stirred at room temperature for about 23 hours. The reactants are CN(C1=CC=C(C=O)C=C1)C (4-Dimethylaminobenzaldehyde), S([O-])(O)=O (bisulphite). Solvent: C1(=CC=CC=C1)C (toluene). The product is CN(C1=CC=C(C=O)C=C1)C.S([O-])(O)=O (4-dimethylaminobenzaldehyde bisulphite). RXN SMILES: [CH3:1][N:2]([CH3:11])[C:3]1[CH:10]=[CH:9][C:6]([CH:7]=[O:8])=[CH:5][CH:4]=1.[S:12](=[O:15])([OH:14])[O-:13]>C1(C)C=CC=CC=1>[CH3:1][N:2]([CH3:11])[C:3]1[CH:10]=[CH:9][C:6]([CH:7]=[O:8])=[CH:5][CH:4]=1.[S:12](=[O:13])([OH:15])[O-:14] |f:3.4|. Procedure details: 10 g. (0.067 mole) 4-Dimethylaminobenzaldehyde are dissolved in 50 ml. toluene and vigorously stirred for six hours with 100 ml. saturated bisulphite solution. The resulting crystalline material is filtered off with suction and washed with 50 ml. toluene. Yield: 12.8 g. (75% of theory). Reactants: CC=1C=CC2=C3C1C(=O)OC4=C3C(=C(C=5C4=C(C=CC5)O[C@H]6[C@@H]([C@@]([C@H]([C@H](O6)C)O)(C)O)O[C@@H]7[C@@H]([C@H]([C@H]([C@H](O7)C)O)OC)N)O)C(=O)O2 (BBM-2478A), CN(C=O)C (dimethylformamide), CC=1C=CC2=C3C1C(=O)OC4=C3C(=C(C=5C4=C(C=CC5)O[C@H]6[C@@H]([C@@]([C@H]([C@H](O6)C)O)(C)O)O[C@@H]7[C@@H]([C@H]([C@H]([C@H](O7)C)O)OC)N)O)C(=O)O2 (BBM-2478A), CC=1C=CC2=C3C1C(=O)OC4=C3C(=C(C=5C4=C(C=CC5)O[C@H]6[C@@H]([C@H]([C@H]([C@H](O6)C)O)O)O[C@@H]7[C@@H]([C@H]([C@H]([C@H](O7)C)O)OC)O)O)C(=O)O2 (chartreusin), O1CCOCC1 (dioxane). The solvent is O (water), C(Cl)(Cl)Cl (chloroform), C(C)O (ethanol), CS(=O)C (dimethyl sulfoxide), O (water), CO (methanol). Product: CC=1C=CC2=C3C1C(=O)OC4=C3C(=C(C=5C4=C(C=CC5)O[C@H]6[C@@H]([C@@]([C@H]([C@H](O6)C)O)(C)O)O[C@@H]7[C@@H]([C@H]([C@H]([C@H](O7)C)O)OC)N)O)C(=O)O2 (BBM-2478 A), ferric chloride, C1=CC=CC=2CC3=CC=CC=C3C(C12)=O (anthrone). As a reaction SMILES: CC1C=CC2O[C:44](=O)[C:13]3=C(O)[C:15]4[C:16](=[C:17](O[C@@H]5O[C@H](C)[C@H](O)[C@H](O)[C@H]5O[C@H]5O[C@H](C)[C@H](O)[C@H](OC)[C@H]5O)[CH:18]=[CH:19][CH:20]=4)[C:11]4=[C:12]3[C:6]=2[C:7]=1[C:8](O4)=O.[CH3:47][C:48]1[CH:49]=[CH:50][C:51]2[O:93][C:91](=[O:92])[C:59]3=[C:60]([OH:90])[C:61]4[C:62](=[C:63]([O:67][C@@H:68]5[O:73][C@H:72]([CH3:74])[C@H:71]([OH:75])[C@@:70]([OH:77])([CH3:76])[C@H:69]5[O:78][C@H:79]5[O:84][C@H:83]([CH3:85])[C@H:82]([OH:86])[C@H:81]([O:87][CH3:88])[C@H:80]5[NH2:89])[CH:64]=[CH:65][CH:66]=4)[C:57]4=[C:58]3[C:52]=2[C:53]=1[C:54]([O:56]4)=[O:55].CN(C)[CH:96]=[O:97].O1CCOCC1>CS(C)=O.CO.O.C(Cl)(Cl)Cl.C(O)C>[CH3:47][C:48]1[CH:49]=[CH:50][C:51]2[O:93][C:91](=[O:92])[C:59]3=[C:60]([OH:90])[C:61]4[C:62](=[C:63]([O:67][C@@H:68]5[O:73][C@H:72]([CH3:74])[C@H:71]([OH:75])[C@@:70]([OH:77])([CH3:76])[C@H:69]5[O:78][C@H:79]5[O:84][C@H:83]([CH3:85])[C@H:82]([OH:86])[C@H:81]([O:87][CH3:88])[C@H:80]5[NH2:89])[CH:64]=[CH:65][CH:66]=4)[C:57]4=[C:58]3[C:52]=2[C:53]=1[C:54]([O:56]4)=[O:55].[CH:7]1[C:6]2[C:96](=[O:97])[C:15]3[C:16](=[CH:17][CH:18]=[CH:19][CH:20]=3)[CH2:11][C:12]=2[CH:13]=[CH:44][CH:8]=1. Procedure details: BBM-2478 A and B were obtained as yellowish-orange crystalline solids. Both components of BBM-2478 are distinguishable from chartreusin by thin layer chromatography (TLC) as shown in Table 5. BBM-2478A is readily soluble in dimethyl sulfoxide, dimethylformamide, dioxane and acidic water, slightly soluble in methanol, ethanol and chloroform and insoluble in other organic solvents. Solubility of BBM-2478B is similar to that of BBM-2478A except that BBM-2478B is insoluble in acidic water. BBM-2478 ... Reactants: [BH3-]C#N, CC#N, CC(=O)O, CC=O, CC(C)CC(NC(=O)C(C)(C)NC(=O)OC(C)(C)C)C(=O)NC1Cc2cccc(N)c2N(Cc2ccccn2)C1=O, [Na+]. Product: CCNc1cccc2c1N(Cc1ccccn1)C(=O)C(NC(=O)C(CC(C)C)NC(=O)C(C)(C)NC(=O)OC(C)(C)C)C2. As a reaction SMILES: [C:48]([BH3-:49])#[N:50].[CH3:45][C:46]#[N:47].[CH3:52][C:53](=[O:54])[OH:55].[CH:42]([CH3:43])=[O:44].[NH2:1][c:2]1[cH:3][cH:4][cH:5][c:6]2[c:11]1[N:10]([CH2:12][c:13]1[n:14][cH:15][cH:16][cH:17][cH:18]1)[C:9](=[O:19])[CH:8]([NH:20][C:21]([CH:22]([CH2:23][CH:24]([CH3:25])[CH3:26])[NH:27][C:28]([C:29]([CH3:30])([CH3:31])[NH:32][C:33]([O:34][C:35]([CH3:36])([CH3:37])[CH3:38])=[O:39])=[O:40])=[O:41])[CH2:7]2.[Na+:51]>>[NH:1]([c:2]1[cH:3][cH:4][cH:5][c:6]2[c:11]1[N:10]([CH2:12][c:13]1[n:14][cH:15][cH:16][cH:17][cH:18]1)[C:9](=[O:19])[CH:8]([NH:20][C:21]([CH:22]([CH2:23][CH:24]([CH3:25])[CH3:26])[NH:27][C:28]([C:29]([CH3:30])([CH3:31])[NH:32][C:33]([O:34][C:35]([CH3:36])([CH3:37])[CH3:38])=[O:39])=[O:40])=[O:41])[CH2:7]2)[CH2:42][CH3:43]. The reactants are BrC=1C(=NC=C(C(=O)NC2=CC=C(C=C2)SC(F)(F)F)C1)N1C[C@H](CC1)CO ((S)-5-bromo-6-(3-(hydroxymethyl)pyrrolidin-1-yl)-N-(4-((trifluoromethyl)thio)phenyl)nicotinamide), FC=1C=NC=C(C1)B1OC(C(O1)(C)C)(C)C (3-fluoro-5-(4,4,5,5-tetramethyl-1,3,2-dioxaborolan-2-yl)pyridine). The product is FC=1C=C(C=NC1)C=1C(=NC=C(C1)C(=O)NC1=CC=C(C=C1)SC(F)(F)F)N1C[C@H](CC1)CO ((S)-5′-Fluoro-2-(3-(hydroxymethyl)pyrrolidin-1-yl)-N-(4-((trifluoromethyl)thio)phenyl)-[3,3′-bipyridine]-5-carboxamide). As a reaction SMILES: Br[C:2]1[C:3]([N:22]2[CH2:26][CH2:25][C@H:24]([CH2:27][OH:28])[CH2:23]2)=[N:4][CH:5]=[C:6]([CH:21]=1)[C:7]([NH:9][C:10]1[CH:15]=[CH:14][C:13]([S:16][C:17]([F:20])([F:19])[F:18])=[CH:12][CH:11]=1)=[O:8].[F:29][C:30]1[CH:31]=[N:32][CH:33]=[C:34](B2OC(C)(C)C(C)(C)O2)[CH:35]=1>>[F:29][C:30]1[CH:35]=[C:34]([C:2]2[C:3]([N:22]3[CH2:26][CH2:25][C@H:24]([CH2:27][OH:28])[CH2:23]3)=[N:4][CH:5]=[C:6]([C:7]([NH:9][C:10]3[CH:15]=[CH:14][C:13]([S:16][C:17]([F:20])([F:19])[F:18])=[CH:12][CH:11]=3)=[O:8])[CH:21]=2)[CH:33]=[N:32][CH:31]=1. Procedure: The title compound was prepared in an analogous fashion to that described in Example 185 using (S)-5-bromo-6-(3-(hydroxymethyl)pyrrolidin-1-yl)-N-(4-((trifluoromethyl)thio)phenyl)nicotinamide (Stage 189.1) and 3-fluoro-5-(4,4,5,5-tetramethyl-1,3,2-dioxaborolan-2-yl)pyridine. HPLC (Condition 4) tR=5.49 min, UPLC-MS (Condition 3) tR=1.10 min, m/z=493.3 [M+H]+; 1H-NMR (400 MHz, DMSO-d6) δ ppm 1.45-1.64 (m, 1H) 1.76-1.92 (m, 1H) 2.14-2.28 (m, 1H) 2.88-3.02 (m, 1H) 3.11-3.40 (m, 5H) 4.60 (t, J=1.00 H... The solvent is O (water), C(Cl)Cl (CH2Cl2). Reagents/catalysts: [Br-].C(CCC)[N+](CCCC)(CCCC)CCCC (tetra-n-butylammonium bromide). Conditions: time 8 hour. RXN SMILES: [C:1]1([CH2:7][C:8]([CH3:10])=[O:9])[CH:6]=[CH:5][CH:4]=[CH:3][CH:2]=1.[OH-].[K+].Cl[CH2:14][C:15]1[CH:20]=[CH:19][C:18]([CH3:21])=[CH:17][CH:16]=1>[Br-].C([N+](CCCC)(CCCC)CCCC)CCC.O.C(Cl)Cl>[CH3:14][C:15]1[CH:20]=[CH:19][C:18]([CH2:21][CH:7]([C:1]2[CH:6]=[CH:5][CH:4]=[CH:3][CH:2]=2)[C:8](=[O:9])[CH3:10])=[CH:17][CH:16]=1 |f:1.2,4.5|. Procedure details: 1-Phenylacetone (200 mg, 1.49 mmol) was mixed with powdered potassium hydroxide (167 mg, 2.98 mmol) and tetra-n-butylammonium bromide (1 mol %, 5 mg) in a flask without solvent. This mixture was stirred at room temperature for 90 min. before the addition of 1-(chloromethyl)4-methylbenzene (198 μl, 1.49 mmol). The reaction mixture was then stirred overnight before diluting with water and CH2Cl2. The aqueous layer was separated and neutralized to pH 7 with 2N hydrochloric acid and extracted again ... Reactants: C1(=CC=CC=C1)CC(=O)C (1-Phenylacetone), [OH-].[K+] (potassium hydroxide), ClCC1=CC=C(C=C1)C (1-(chloromethyl)4-methylbenzene). The product is CC1=CC=C(C=C1)CC(C(C)=O)C1=CC=CC=C1 (4-(4-Methylphenyl)-3-phenylbutan-2-one).